Dataset: the Open Reaction Database (ORD), a public repository of structured organic reaction records. Task: describe an organic reaction: reactants, conditions, products, and yield Starting materials: C(C)(C)(C)NS(=O)(=O)C1=CC=C(C=C1)C1=CC(=CC=C1)C=1CC(NC2=C(N1)C=C(C(=C2)C(F)(F)F)N(C)CC(C)C)=O (3′-[8-(isobutyl-methyl-amino)-4-oxo-7-trifluoromethyl-4,5-dihydro-3H-benzo[b][1,4]diazepin-2-yl]-biphenyl-4-sulfonic acid tert-butylamide), C(=O)(C(F)(F)F)O (TFA). The product is C(C(C)C)N(C=1C(=CC2=C(N=C(CC(N2)=O)C=2C=C(C=CC2)C2=CC=C(C=C2)S(=O)(=O)N)C1)C(F)(F)F)C (3′-[8-(Isobutyl-methyl-amino)-4-oxo-7-trifluoromethyl-4,5-dihydro-3H-benzo[b][1,4]diazepin-2-yl]-biphenyl-4-sulfonic acid amide), solid. The yield is 39.0%. Reaction SMILES: C([NH:5][S:6]([C:9]1[CH:14]=[CH:13][C:12]([C:15]2[CH:20]=[CH:19][CH:18]=[C:17]([C:21]3[CH2:22][C:23](=[O:42])[NH:24][C:25]4[CH:31]=[C:30]([C:32]([F:35])([F:34])[F:33])[C:29]([N:36]([CH2:38][CH:39]([CH3:41])[CH3:40])[CH3:37])=[CH:28][C:26]=4[N:27]=3)[CH:16]=2)=[CH:11][CH:10]=1)(=[O:8])=[O:7])(C)(C)C.C(O)(C(F)(F)F)=O>>[CH2:38]([N:36]([CH3:37])[C:29]1[C:30]([C:32]([F:33])([F:34])[F:35])=[CH:31][C:25]2[NH:24][C:23](=[O:42])[CH2:22][C:21]([C:17]3[CH:16]=[C:15]([C:12]4[CH:11]=[CH:10][C:9]([S:6]([NH2:5])(=[O:8])=[O:7])=[CH:14][CH:13]=4)[CH:20]=[CH:19][CH:18]=3)=[N:27][C:26]=2[CH:28]=1)[CH:39]([CH3:41])[CH3:40]. Procedure details: ) The title compound was prepared from the above described 3′-[8-(isobutyl-methyl-amino)-4-oxo-7-trifluoromethyl-4,5-dihydro-3H-benzo[b][1,4]diazepin-2-yl]-biphenyl-4-sulfonic acid tert-butylamide (250 mg) and TFA (5 mL) according to the general procedure I step 2. Obtained as a white solid (107 mg, 39%). MS (ISN) 543.5 [(M−H)−]; mp 236° C. (dec). The reactants are Cl, O=N[O-], Nc1cc2ccccc2cc1C(=O)O, [Na+], O, O, Cl[Sn]Cl. Yields the product NNc1cc2ccccc2cc1C(=O)O. As a reaction SMILES: [ClH:23].[N:15]([O-:16])=[O:17].[NH2:1][c:2]1[c:3]([C:12](=[O:13])[OH:14])[cH:4][c:5]2[cH:6][cH:7][cH:8][cH:9][c:10]2[cH:11]1.[Na+:18].[OH2:22].[OH2:24].[Sn:19]([Cl:20])[Cl:21]>>[NH:1]([c:2]1[c:3]([C:12](=[O:13])[OH:14])[cH:4][c:5]2[cH:6][cH:7][cH:8][cH:9][c:10]2[cH:11]1)[NH2:15].